Task: describe an organic reaction: reactants, conditions, products, and yield. Dataset: the Open Reaction Database (ORD), a public repository of structured organic reaction records The reactants are NC(CO)(CO)CC (2-amino-2-ethyl-1,3-propanediol), Cl.C1=CC=CC=2C3=CC(=C4C=CC=CC4=C3C=CC12)CNC(CO)(CO)C (2-((6-Chrysenylmethyl)amino)-2-methyl-1,3-propanediol hydrochloride), C1=CC=CC=2C3=CC(=C4C=CC=CC4=C3C=CC12)C=O (6-Chrysenecarbaldehyde). The solvent is CCO.CCOCC (EtOH Et2O). Product: Cl.C1=CC=CC=2C3=CC(=C4C=CC=CC4=C3C=CC12)CNC(CO)(CO)CC (2-((6-chrysenylmethyl)amino)-2-ethyl-1,3-propanediol hydrochloride), C,H,Cl,N. Reaction SMILES: [ClH:1].[CH:2]1[C:19]2[CH:18]=[CH:17][C:16]3[C:7](=[CH:8][C:9]([CH2:20][NH:21][C:22]([CH3:27])([CH2:25][OH:26])[CH2:23][OH:24])=[C:10]4[C:15]=3[CH:14]=[CH:13][CH:12]=[CH:11]4)[C:6]=2[CH:5]=[CH:4][CH:3]=1.[CH:28]1C2C=CC3C(=CC(C=O)=C4C=3C=CC=C4)C=2C=CC=1.NC(CC)(CO)CO>CCO.CCOCC>[ClH:1].[CH:2]1[C:19]2[CH:18]=[CH:17][C:16]3[C:7](=[CH:8][C:9]([CH2:20][NH:21][C:22]([CH2:27][CH3:28])([CH2:23][OH:24])[CH2:25][OH:26])=[C:10]4[C:15]=3[CH:14]=[CH:13][CH:12]=[CH:11]4)[C:6]=2[CH:5]=[CH:4][CH:3]=1 |f:0.1,4.5,6.7|. Reported procedure: Using the reductive amination procedure described in 1B, 6-chrysenecarbaldehyde (1A) and 2-amino-2-ethyl-1,3-propanediol (Aldrich) gave 2-((6-chrysenylmethyl)amino)-2-ethyl-1,3-propanediol hydrochloride, mp 241°-243° (dec), (EtOH/Et2O), (C,H,Cl,N).